Dataset: the Open Reaction Database (ORD), a public repository of structured organic reaction records. Task: describe an organic reaction: reactants, conditions, products, and yield The product is C1(=CC=CC=C1)C=1C2=CC=C3C(=CC=NC3=C2N=CC1)C1=CC=C(C=C1)CCCCCCO (6-[4-(7-phenyl-1,10-phenanthrolin-4-yl)phenyl]hexan-1-ol). Procedure details: The procedure followed was similar to that of Case and Strohm (Case, F. H.; Strohm, P. F. J. Org. Chem, 1962, 27, 1641-1643). 3-Chloro-1-[4-(6-hydroxyhexyl)phenyl]propan-1-one (0.73 g), 8-amino-4-phenylquinoline (0.27 g), arsenic acid (0.99 g) and 85% phosphoric acid (10 mL) were reacted as described in the procedure for the synthesis of 8-nitro-4-phenylquinoline. However during precipitation of the crude product, a pH of 6-8 was maintained in order to ensure that the alcohol functionality remai... RXN SMILES: Cl[CH2:2][CH2:3][C:4]([C:6]1[CH:11]=[CH:10][C:9]([CH2:12][CH2:13][CH2:14][CH2:15][CH2:16][CH2:17][OH:18])=[CH:8][CH:7]=1)=O.NC1C=CC=C2C=1N=CC=C2C1C=CC=CC=1.[As](=O)(O)(O)O.[N+:41]([C:44]1[CH:45]=[CH:46][CH:47]=[C:48]2[C:53]=1[N:52]=[CH:51][CH:50]=[C:49]2[C:54]1[CH:59]=[CH:58][CH:57]=[CH:56][CH:55]=1)([O-])=O>P(=O)(O)(O)O>[C:54]1([C:49]2[C:48]3[C:53]([N:52]=[CH:51][CH:50]=2)=[C:44]2[C:45]([C:4]([C:6]4[CH:11]=[CH:10][C:9]([CH2:12][CH2:13][CH2:14][CH2:15][CH2:16][CH2:17][OH:18])=[CH:8][CH:7]=4)=[CH:3][CH:2]=[N:41]2)=[CH:46][CH:47]=3)[CH:59]=[CH:58][CH:57]=[CH:56][CH:55]=1. Solvent: P(O)(O)(O)=O (phosphoric acid). Starting materials: [N+](=O)([O-])C=1C=CC=C2C(=CC=NC12)C1=CC=CC=C1 (8-nitro-4-phenylquinoline), ClCCC(=O)C1=CC=C(C=C1)CCCCCCO (3-Chloro-1-[4-(6-hydroxyhexyl)phenyl]propan-1-one), NC=1C=CC=C2C(=CC=NC12)C1=CC=CC=C1 (8-amino-4-phenylquinoline), [As](O)(O)(O)=O (arsenic acid). The reactants are FC(S(=O)(=O)OC1=CC=C(C=C1)CCOC1=CC=C(C=C2C(NC(S2)=O)=O)C=C1)(F)F (5-(4-[2-(4-trifluoromethanesulfonyloxyphenyl)ethoxy]benzylidene)thiazolidine-2,4-dione), C(C)OC(=O)C1=C(NC(=C(C1)C(=O)OCC)C)C (diethyl-1,4-dihydro-2,6-dimethyl-3.5-pyridine dicarboxylate). Run at temperature 180 celsius. Product: FC(S(=O)(=O)OC1=CC=C(C=C1)CCOC1=CC=C(C=C1)CC1C(NC(S1)=O)=O)(F)F (5-([4-[2-(4-Trifluoromethanesulfonyloxyphenyl)ethoxy]phenyl]methyl)thiazolidine-2,4-dione). The yield is 38.3%. Reaction SMILES: [F:1][C:2]([F:31])([F:30])[S:3]([O:6][C:7]1[CH:12]=[CH:11][C:10]([CH2:13][CH2:14][O:15][C:16]2[CH:29]=[CH:28][C:19]([CH:20]=[C:21]3[S:25][C:24](=[O:26])[NH:23][C:22]3=[O:27])=[CH:18][CH:17]=2)=[CH:9][CH:8]=1)(=[O:5])=[O:4].C(OC(C1CC(C(OCC)=O)=C(C)NC=1C)=O)C>>[F:31][C:2]([F:1])([F:30])[S:3]([O:6][C:7]1[CH:8]=[CH:9][C:10]([CH2:13][CH2:14][O:15][C:16]2[CH:17]=[CH:18][C:19]([CH2:20][CH:21]3[S:25][C:24](=[O:26])[NH:23][C:22]3=[O:27])=[CH:28][CH:29]=2)=[CH:11][CH:12]=1)(=[O:5])=[O:4]. Procedure details: 2 g (4.22 mmole) 5-(4-[2-(4-trifluoromethanesulfonyloxyphenyl)ethoxy]benzylidene)thiazolidine-2,4-dione and 2.14 g (8.44 mmole) diethyl-1,4-dihydro-2,6-dimethyl-3.5-pyridine dicarboxylate were mixed and heated to 180° C. under vacuum when it melted, the temperature raised to 230° C. and after 30 minutes the heat was removed. Purification by chromatography on silica gel with heptane/ethyl acetate as eluent gave 0.768 g (yield 38%) of the desired product.